This data is from the Open Reaction Database (ORD), a public repository of structured organic reaction records. The task is: describe an organic reaction: reactants, conditions, products, and yield As a reaction SMILES: [F-].C([N+](CCCC)(CCCC)CCCC)CCC.[CH2:19]([C:22]12[CH2:29][O:28][C:25]([C:30]3[CH:35]=[CH:34][C:33]([C:36]#[C:37][Si](C)(C)C)=[CH:32][CH:31]=3)([O:26][CH2:27]1)[O:24][CH:23]2[C:42]([F:45])([F:44])[F:43])[CH2:20][CH3:21]>O1CCCC1>[C:36]([C:33]1[CH:32]=[CH:31][C:30]([C:25]23[O:28][CH2:29][C:22]([CH2:19][CH2:20][CH3:21])([CH2:27][O:26]2)[CH:23]([C:42]([F:44])([F:45])[F:43])[O:24]3)=[CH:35][CH:34]=1)#[CH:37] |f:0.1|. Run in O1CCCC1 (tetrahydrofuran). Conditions: time 30 minute. The reactants are [F-].C(CCC)[N+](CCCC)(CCCC)CCCC (Tetrabutylammonium fluoride), C(CC)C12C(OC(OC1)(OC2)C2=CC=C(C=C2)C#C[Si](C)(C)C)C(F)(F)F (4-n-propyl-3-trifluoromethyl-1-[4-(2-trimethylsilylethynyl)phenyl]-2,6,7-trioxabicyclo[2,2,2]octane). Procedure details: Tetrabutylammonium fluoride solution (0.84 ml., 1M solution in tetrahydrofuran) was added to a stirred solution of 4-n-propyl-3-trifluoromethyl-1-[4-(2-trimethylsilylethynyl)phenyl]-2,6,7-trioxabicyclo[2,2,2]octane (0.28 g.) in dry tetrahydrofuran (5 mls). The mixture was stirred for 30 minutes at room temperature. The solvent was removed in vacuo and the residue was dissolved in dry diethyl ether. The ethereal solution was washed with water, dried over anhydrous magnesium sulphate and evaporate... Yields the product C(#C)C1=CC=C(C=C1)C12OC(C(CO1)(CO2)CCC)C(F)(F)F (1-(4-Ethynylphenyl)-4-n-propyl-3-trifluoromethyl-2,6,7-trioxabicyclo[2,2,2]octane). The reactants are O1C(C(C)O)C1 (3,4-epoxy-2-butanol), SCCC(=O)OC (methyl 3-mercaptopropionate), Example 43, Cl (hydrochloric acid). Run in C(Cl)Cl (methylene chloride), C[O-].[Na+] (sodium methylate). Reaction conditions: time 1 day. The product is COC(CCSCC(C(C)O)O)=O (6,7-dihydroxy-4-thiaoctanoic acid methyl ester). Yield: 55.0%. Reaction SMILES: [O:1]1[CH2:6][CH:2]1[CH:3]([OH:5])[CH3:4].Cl.[SH:8][CH2:9][CH2:10][C:11]([O:13][CH3:14])=[O:12]>C(Cl)Cl.C[O-].[Na+]>[CH3:14][O:13][C:11](=[O:12])[CH2:10][CH2:9][S:8][CH2:6][CH:2]([OH:1])[CH:3]([OH:5])[CH3:4] |f:4.5|. Procedure details: To a solution of 3,4-epoxy-2-butanol as obtained in Reference Example 43 (1.13 g) in methylene chloride (4 ml), methyl 3-mercaptopropionate (2.00 ml) and sodium methylate (260 μl) were added under ice cooling conditions, followed by stirring at room temperature for 1 day. To the reaction mixture, 1N hydrochloric acid was added, and the mixture was extracted with ethyl acetate; the solvent was distilled off under reduced pressure. The resulting residue was purified by silica gel column chromatogr... The product is COc1nc(NCCc2ccc(OC)c(OC)c2)cc(-c2cccc(C(=O)NCCN3CCCC3)c2)n1. The reactants are COc1nc(NCCc2ccc(OC)c(OC)c2)cc(-c2cccc(C(=O)O)c2)n1, CCN=C=NCCCN(C)C, CCN(C(C)C)C(C)C, ClCCl, Cl, NCCN1CCCC1, O, Oc1cccc2[nH]nnc12. Reaction SMILES: [CH3:1][O:2][c:3]1[cH:4][c:5]([CH2:11][CH2:12][NH:13][c:14]2[cH:15][c:16](-[c:22]3[cH:23][c:24]([C:25](=[O:26])[OH:27])[cH:28][cH:29][cH:30]3)[n:17][c:18]([O:20][CH3:21])[n:19]2)[cH:6][cH:7][c:8]1[O:9][CH3:10].[CH3:42][N:43]([CH3:44])[CH2:45][CH2:46][CH2:47][N:48]=[C:49]=[N:50][CH2:51][CH3:52].[CH:61]([N:62]([CH2:63][CH3:64])[CH:65]([CH3:66])[CH3:67])([CH3:68])[CH3:69].[Cl:70][CH2:71][Cl:72].[ClH:41].[NH2:53][CH2:54][CH2:55][N:56]1[CH2:57][CH2:58][CH2:59][CH2:60]1.[OH2:73].[OH:31][c:32]1[c:33]2[n:34][n:35][nH:36][c:37]2[cH:38][cH:39][cH:40]1>>[CH3:1][O:2][c:3]1[cH:4][c:5]([CH2:11][CH2:12][NH:13][c:14]2[cH:15][c:16](-[c:22]3[cH:23][c:24]([C:25](=[O:27])[NH:53][CH2:54][CH2:55][N:56]4[CH2:57][CH2:58][CH2:59][CH2:60]4)[cH:28][cH:29][cH:30]3)[n:17][c:18]([O:20][CH3:21])[n:19]2)[cH:6][cH:7][c:8]1[O:9][CH3:10]. Starting materials: COc1cc2ccsc2c(Cl)c1Cl, Cl, O, c1ccncc1. Yields the product Oc1cc2ccsc2c(Cl)c1Cl. Reaction SMILES: [Cl:1][c:2]1[c:3]([O:12][CH3:13])[cH:4][c:5]2[c:6]([s:7][cH:8][cH:9]2)[c:10]1[Cl:11].[ClH:14].[OH2:21].[n:15]1[cH:16][cH:17][cH:18][cH:19][cH:20]1>>[Cl:1][c:2]1[c:3]([OH:12])[cH:4][c:5]2[c:6]([s:7][cH:8][cH:9]2)[c:10]1[Cl:11]. Reactants: O=C(O)c1ccc(Br)cc1F, CI, CCOC(C)=O, CN(C)C=O, [Na+], [Na+], O=C([O-])[O-]. The product is COC(=O)c1ccc(Br)cc1F. Reaction SMILES: [Br:3][c:4]1[cH:5][c:6]([F:13])[c:7]([C:8](=[O:9])[OH:10])[cH:11][cH:12]1.[CH3:1][I:2].[CH3:20][CH2:21][O:22][C:23](=[O:24])[CH3:25].[CH3:26][N:27]([CH3:28])[CH:29]=[O:30].[Na+:14].[Na+:15].[O-:16][C:17](=[O:18])[O-:19]>>[Br:3][c:4]1[cH:5][c:6]([F:13])[c:7]([C:8](=[O:9])[O:10][CH3:17])[cH:11][cH:12]1. Yields the product COC(C)(COC(c1cccc(Cl)c1)C1CCCN(C(=O)OC(C)(C)C)C1)OC. Reactants: COC(C)(CBr)OC, C1CCOC1, CC(C)(C)OC(=O)N1CCCC(C(O)c2cccc(Cl)c2)C1, [H-], [Na+]. As a reaction SMILES: [Br:25][CH2:26][C:27]([CH3:28])([O:29][CH3:30])[O:31][CH3:32].[CH2:33]1[O:34][CH2:35][CH2:36][CH2:37]1.[Cl:1][c:2]1[cH:3][c:4]([CH:8]([CH:9]2[CH2:10][N:11]([C:15](=[O:16])[O:17][C:18]([CH3:19])([CH3:20])[CH3:21])[CH2:12][CH2:13][CH2:14]2)[OH:22])[cH:5][cH:6][cH:7]1.[H-:24].[Na+:23]>>[Cl:1][c:2]1[cH:3][c:4]([CH:8]([CH:9]2[CH2:10][N:11]([C:15](=[O:16])[O:17][C:18]([CH3:19])([CH3:20])[CH3:21])[CH2:12][CH2:13][CH2:14]2)[O:22][CH2:26][C:27]([CH3:28])([O:29][CH3:30])[O:31][CH3:32])[cH:5][cH:6][cH:7]1. The reactants are ClC1=NC=CC(=C1)C1=CC=NN1C1=CC=C(C=C1)F (2-chloro-4-[1-(4-fluorophenyl)-1H-pyrazol-5-yl]pyridine), C(CC1=CC=CC=C1)N (phenethylamine). Run at temperature 190 celsius. The product is C1(=CC=CC=C1)CCNC1=NC=CC(=C1)C1=CC=NN1C1=CC=C(C=C1)F (2-(Phenylethylamino)-4-[1-(4-fluorophenyl)-1H-pyrazol-5-yl]pyridine). The yield is 70.0%. RXN SMILES: Cl[C:2]1[CH:7]=[C:6]([C:8]2[N:12]([C:13]3[CH:18]=[CH:17][C:16]([F:19])=[CH:15][CH:14]=3)[N:11]=[CH:10][CH:9]=2)[CH:5]=[CH:4][N:3]=1.[CH2:20]([NH2:28])[CH2:21][C:22]1[CH:27]=[CH:26][CH:25]=[CH:24][CH:23]=1>>[C:22]1([CH2:21][CH2:20][NH:28][C:2]2[CH:7]=[C:6]([C:8]3[N:12]([C:13]4[CH:18]=[CH:17][C:16]([F:19])=[CH:15][CH:14]=4)[N:11]=[CH:10][CH:9]=3)[CH:5]=[CH:4][N:3]=2)[CH:27]=[CH:26][CH:25]=[CH:24][CH:23]=1. Procedure details: A mixture of 2-chloro-4-[1-(4-fluorophenyl)-1H-pyrazol-5-yl]pyridine (Example 46; 0.6 g, 0.002 mol) and phenethylamine (20 mL) was heated at 190° C. for 24 hours. The excess amine was removed under vacuum and the residue was partitioned between ethyl acetate and water. The organic layer was washed with brine, dried over magnesium sulfate and filtered. The filtrate was concentrated and the crude was purified by chromatography on silica gel (ethyl acetate/hexane, 2:8) to give 0.55 g (70% yield) of... Starting materials: COC(C1=C(C=CC(=C1)C#N)CN1C(CCCC1C1=NC=CC=C1C)C1=NC=CC=C1C)=O (5-cyano-2-(3,3″-dimethyl-3′,4′,5′,6′-tetrahydro-2′H-[2,2′;6′,2″]terpyridin-1′-ylmethyl)-benzoic acid methyl ester), [Li+].[BH4-] (LiBH4). Run in CO (MeOH). Reaction conditions: time 3.5 hour. The product is OCC=1C=C(C#N)C=CC1 (3-hydroxymethyl-benzonitrile). The yield is 86.0%. Reaction SMILES: C[O:2][C:3](=O)[C:4]1[CH:9]=[C:8]([C:10]#[N:11])[CH:7]=[CH:6][C:5]=1CN1C(C2C(C)=CC=CN=2)CCCC1C1C(C)=CC=CN=1.[Li+].[BH4-]>CO>[OH:2][CH2:3][C:4]1[CH:9]=[C:8]([CH:7]=[CH:6][CH:5]=1)[C:10]#[N:11] |f:1.2|. Procedure details: To a stirred, room temperature solution of the ester from above (2.05 g, 4.6 mmol) in MeOH (50 mL) was added LiBH4 (1.0 g, 50 mmol) in three portions. Effervescence was observed, and the mixture was stirred for 3.5 hours. The mixture was concentrated and 1 N NaOH (50 mL) was added to the resultant residue. The aqueous mixture was extracted with CH2Cl2 (3×50 mL). The organic extracts were combined, dried (Na2SO4), and concentrated. Purification of the crude material by column chromatography on si... Procedure: 1,1-Dimethylethyl (2S)-4-({4-[{[6-(2-cyanophenyl)-3-pyridinyl]carbonyl}(methyl)amino]phenyl}methyl)-2-methyl-1-piperazinecarboxylate (D49) (0.091 g, 0.173 mmol) was stirred in DCM (10 mL) and TFA (2.5 mL) was added drop-wise. The reaction mixture was stirred for ˜1 h, then concentrated in vacuo and re-diluted with DCM and water. The separated aqueous layer was basified to pH14 with concentrated NaOH solution, then extracted with DCM which was dried (Na2SO4) and concentrated to give the crude pro... Reactants: C(#N)C1=C(C=CC=C1)C1=CC=C(C=N1)C(=O)N(C1=CC=C(C=C1)CN1C[C@@H](N(CC1)C(=O)OC(C)(C)C)C)C (1,1-Dimethylethyl (2S)-4-({4-[{[6-(2-cyanophenyl)-3-pyridinyl]carbonyl}(methyl)amino]phenyl}methyl)-2-methyl-1-piperazinecarboxylate), C(=O)(C(F)(F)F)O (TFA). Solvent: C(Cl)Cl (DCM). Reaction SMILES: [C:1]([C:3]1[CH:8]=[CH:7][CH:6]=[CH:5][C:4]=1[C:9]1[N:14]=[CH:13][C:12]([C:15]([N:17]([CH3:39])[C:18]2[CH:23]=[CH:22][C:21]([CH2:24][N:25]3[CH2:30][CH2:29][N:28](C(OC(C)(C)C)=O)[C@@H:27]([CH3:38])[CH2:26]3)=[CH:20][CH:19]=2)=[O:16])=[CH:11][CH:10]=1)#[N:2].C(O)(C(F)(F)F)=O>C(Cl)Cl>[C:1]([C:3]1[CH:8]=[CH:7][CH:6]=[CH:5][C:4]=1[C:9]1[N:14]=[CH:13][C:12]([C:15]([N:17]([CH3:39])[C:18]2[CH:23]=[CH:22][C:21]([CH2:24][N:25]3[CH2:30][CH2:29][NH:28][C@@H:27]([CH3:38])[CH2:26]3)=[CH:20][CH:19]=2)=[O:16])=[CH:11][CH:10]=1)#[N:2]. Yield: 73.4%. Conditions: time 1 hour. Product: C(#N)C1=C(C=CC=C1)C1=CC=C(C=N1)C(=O)N(C1=CC=C(C=C1)CN1C[C@@H](NCC1)C)C (6-(2-Cyanophenyl)-N-methyl-N-(4-{[(3S)-3-methyl-1-piperazinyl]methyl}phenyl)-3-pyridinecarboxamide). The reactants are Nc1cc(C(F)(F)F)ccc1Br, C#CCN(C)C, CC#N, CCN(C(C)C)C(C)C, I[Cu]I, Cl[Pd]Cl, c1ccc(P(c2ccccc2)c2ccccc2)cc1, c1ccc(P(c2ccccc2)c2ccccc2)cc1. Yields the product CN(C)CC#Cc1ccc(C(F)(F)F)cc1N. As a reaction SMILES: [Br:1][c:2]1[c:3]([NH2:4])[cH:5][c:6]([C:9]([F:10])([F:11])[F:12])[cH:7][cH:8]1.[CH3:13][N:14]([CH2:15][C:16]#[CH:17])[CH3:18].[CH3:72][C:73]#[N:74].[CH:19]([N:20]([CH:21]([CH3:22])[CH3:23])[CH2:24][CH3:25])([CH3:26])[CH3:27].[Cu:69]([I:70])[I:71].[Pd:28]([Cl:29])[Cl:30].[c:31]1([P:32]([c:33]2[cH:34][cH:35][cH:36][cH:37][cH:38]2)[c:39]2[cH:40][cH:41][cH:42][cH:43][cH:44]2)[cH:45][cH:46][cH:47][cH:48][cH:49]1.[c:50]1([P:51]([c:52]2[cH:53][cH:54][cH:55][cH:56][cH:57]2)[c:58]2[cH:59][cH:60][cH:61][cH:62][cH:63]2)[cH:64][cH:65][cH:66][cH:67][cH:68]1>>[c:2]1([C:17]#[C:16][CH2:15][N:14]([CH3:13])[CH3:18])[c:3]([NH2:4])[cH:5][c:6]([C:9]([F:10])([F:11])[F:12])[cH:7][cH:8]1.